From a dataset of the Open Reaction Database (ORD), a public repository of structured organic reaction records. describe an organic reaction: reactants, conditions, products, and yield Reactants: CCN1C(=O)C(C)(C)Oc2cc(C)c(Br)cc21, CI. The product is Cc1cc2c(cc1Br)N(C)C(=O)C(C)(C)O2. RXN SMILES: [Br:1][c:2]1[c:3]([CH3:17])[cH:4][c:5]2[c:6]([cH:16]1)[N:7]([CH2:14][CH3:15])[C:8](=[O:13])[C:9]([CH3:11])([CH3:12])[O:10]2.[CH3:18][I:19]>>[Br:1][c:2]1[c:3]([CH3:17])[cH:4][c:5]2[c:6]([cH:16]1)[N:7]([CH3:14])[C:8](=[O:13])[C:9]([CH3:11])([CH3:12])[O:10]2. Starting materials: ClC(=O)OCC1=CC=CC=C1 (Benzyl chloroformate), C1(CCCC1)CN (cyclopentylmethylamine), CCN(C(C)C)C(C)C (DIEA). Solvent: C(Cl)Cl (CH2Cl2). Reaction conditions: time 8 hour. Yields the product C(=O)(OCC1=CC=CC=C1)NCC1CCCC1 (N-Cbz-cyclopentylmethylamine). Yield: 121.7%. RXN SMILES: Cl[C:2]([O:4][CH2:5][C:6]1[CH:11]=[CH:10][CH:9]=[CH:8][CH:7]=1)=[O:3].[CH:12]1([CH2:17][NH2:18])[CH2:16][CH2:15][CH2:14][CH2:13]1.CCN(C(C)C)C(C)C>C(Cl)Cl>[C:2]([NH:18][CH2:17][CH:12]1[CH2:16][CH2:15][CH2:14][CH2:13]1)([O:4][CH2:5][C:6]1[CH:11]=[CH:10][CH:9]=[CH:8][CH:7]=1)=[O:3]. Procedure details: Benzyl chloroformate (0.919 g, 5.38 mmol) was added to a solution of cyclopentylmethylamine (0.445 g, 4.49 mmol) and DIEA (1.74 g, 13.5 mmol) in 50 mL of CH2Cl2 and the mixture was strried overnight at R.T. The mixture was concentrated in vacuo and the residue was taken up in EtOAc, washed with water, sat. aq. NaHCO3, brine, dried over MgSO4 and concentrated to give the crude N-Cbz-cyclopentylmethylamine (1.275 g) which was used without further purification. 1H NMR consistent with structure. The reactants are C(C)OC(=O)N1CC2=CC=CC(=C2C1)CO (2-ethoxycarbonyl-4-hydroxymethylisoindoline), [OH-].[K+] (potassium hydroxide). Solvent: C(C)(C)O (isopropyl alcohol), O (water), O (water). The product is OCC1=C2CNCC2=CC=C1 (4-hydroxymethylisoindoline). Isolated yield 72.4%. Reaction SMILES: C(OC([N:6]1[CH2:14][C:13]2[C:8](=[CH:9][CH:10]=[CH:11][C:12]=2[CH2:15][OH:16])[CH2:7]1)=O)C.[OH-].[K+]>C(O)(C)C.O>[OH:16][CH2:15][C:12]1[CH:11]=[CH:10][CH:9]=[C:8]2[C:13]=1[CH2:14][NH:6][CH2:7]2 |f:1.2|. Procedure details: 3.03 g of 2-ethoxycarbonyl-4-hydroxymethylisoindoline and 2.91 g of potassium hydroxide were dissolved in a mixture of 25 ml isopropyl alcohol and 2.5 ml of water. The mixture was heated under refluxing for 3 days. After the addition of water, the resulting reaction mixture was extracted with chloroform. The extract was washed with brine, concentrated, and recrystallized from carbontetrachloride to give 1.48 g of 4-hydroxymethylisoindoline. Reactants: [BH4-], CO, Cc1oc(-c2ccccc2)nc1COc1ccc(C=O)cc1, [Na+], O. Product: Cc1oc(-c2ccccc2)nc1COc1ccc(CO)cc1. As a reaction SMILES: [BH4-:1].[CH3:26][OH:27].[CH3:3][c:4]1[c:5]([CH2:15][O:16][c:17]2[cH:18][cH:19][c:20]([CH:21]=[O:22])[cH:23][cH:24]2)[n:6][c:7](-[c:9]2[cH:10][cH:11][cH:12][cH:13][cH:14]2)[o:8]1.[Na+:2].[OH2:25]>>[CH3:3][c:4]1[c:5]([CH2:15][O:16][c:17]2[cH:18][cH:19][c:20]([CH2:21][OH:22])[cH:23][cH:24]2)[n:6][c:7](-[c:9]2[cH:10][cH:11][cH:12][cH:13][cH:14]2)[o:8]1. Reactants: solution, C(C)(C)(C)[Li] (tert-butyllithium), COC1=C(C=CC=C1OC)C(C(=O)OCC)=O (Ethyl 2-(2,3-dimethoxyphenyl)-2-oxoacetate), [NH4+].[Cl-] (NH4Cl), ClC1=CC=C(C=C1)NC([O-])=O (4-chlorophenylcarbamate). Run in CCCCC (pentane), C1CCOC1 (THF), CCOCC (ether). Conditions: temperature -20 celsius, time 3 hour. Product: ClC1(C(NC2=CC=C(C=C12)Cl)=O)C1=C(C(=CC=C1)OC)OC (3,5-Dichloro-3-(2,3-dimethoxyphenyl)-1,3-dihydro-2H-indol-2-one). Reaction SMILES: [Cl:1][C:2]1[CH:7]=[CH:6][C:5]([NH:8][C:9](=[O:11])[O-])=[CH:4][CH:3]=1.C([Li])(C)(C)C.[CH3:17][O:18][C:19]1[C:24]([O:25][CH3:26])=[CH:23][CH:22]=[CH:21][C:20]=1[C:27](=O)C(OCC)=O.[NH4+].[Cl-:35]>CCOCC.CCCCC.C1COCC1>[Cl:35][C:27]1([C:20]2[CH:21]=[CH:22][CH:23]=[C:24]([O:25][CH3:26])[C:19]=2[O:18][CH3:17])[C:4]2[C:5](=[CH:6][CH:7]=[C:2]([Cl:1])[CH:3]=2)[NH:8][C:9]1=[O:11] |f:3.4|. Reported procedure: 4-chlorophenylcarbamate in 100 ml of ether is cooled to −40° C. under an atmosphere of dry nitrogen, 80 ml of a 1.5 M solution of tert-butyllithium in pentane are added dropwise and the mixture is left stirring at −20° C. for 3 hours. The reaction mixture is cooled to −40° C., a solution of 14 g of the compound obtained in step A in 50 ml of THF is added over 1 hour and the mixture is left stirring for 4 days at RT. The reaction mixture is poured into saturated NH4Cl solution and the precipitate... Reactants: O[C@H](C(=O)O)[C@H](C(=O)O)C ((2S,3R)-2-hydroxy-3-methylsuccinic acid), COC(C)(C)OC (2,2-dimethoxypropane). Reagents/catalysts: [Cu](Cl)Cl (copper(II) chloride). Run in CC(=O)C (acetone). Conditions: time 4 hour. Product: CC1(OC([C@@H](O1)[C@H](C(=O)O)C)=O)C ((2R)-2-[(4S)-2,2-dimethyl-5-oxo-1,3-dioxolan-4-yl]propanoic acid). Isolated yield 81.4%. As a reaction SMILES: [OH:1][C@@H:2]([C@@H:6]([CH3:10])[C:7]([OH:9])=[O:8])[C:3]([OH:5])=[O:4].CO[C:13](OC)([CH3:15])[CH3:14]>CC(C)=O.[Cu](Cl)Cl>[CH3:14][C:13]1([CH3:15])[O:1][C@@H:2]([C@@H:6]([CH3:10])[C:7]([OH:9])=[O:8])[C:3](=[O:5])[O:4]1. Procedure details: To a solution of (2S,3R)-2-hydroxy-3-methylsuccinic acid (2.40 g; 16.2 mmol; 1.0 eq.) in acetone (80.0 mL) was added 2,2-dimethoxypropane (3.98 g; 32.4 mmol; 2.0 eq.) and copper(II) chloride (218 mg; 1.62 mmol; 0.1 eq.). The resulting reaction mixture was stirred for 4 h at RT. The reaction mixture was evaporated and the residue taken up in CHCl3. Activated charcoal is added and the resulting mixture stirred for one hour. Filtration on a pad of celite gave the title product (mixture of diastereo...